From a dataset of the Open Reaction Database (ORD), a public repository of structured organic reaction records. describe an organic reaction: reactants, conditions, products, and yield Reactants: OCC=1COCC1 (3-hydroxymethyl-2,5-dihydrofuran), CN1CCOCC1 (4-methylmorpholine), [N+](=O)([O-])C1=CC=C(OC(=O)Cl)C=C1 (p-nitrophenoxycarbonylchloride). Solvent: C(Cl)Cl (methylene chloride). Conditions: time 2 hour. Product: [N+](=O)([O-])C1=CC=C(OC(=O)OCC=2COCC2)C=C1 (3-p-nitrophenoxycarbonyloxymethyl-2,5-dihydrofuran). Isolated yield 66.7%. Reaction SMILES: [OH:1][CH2:2][C:3]1[CH2:4][O:5][CH2:6][CH:7]=1.CN1CCOCC1.[N+:15]([C:18]1[CH:27]=[CH:26][C:21]([O:22][C:23](Cl)=[O:24])=[CH:20][CH:19]=1)([O-:17])=[O:16]>C(Cl)Cl>[N+:15]([C:18]1[CH:27]=[CH:26][C:21]([O:22][C:23]([O:1][CH2:2][C:3]2[CH2:4][O:5][CH2:6][CH:7]=2)=[O:24])=[CH:20][CH:19]=1)([O-:17])=[O:16]. Procedure details: To 65 mg (0.65 mmol) of the compound from Example 336D in methylene chloride was added 0.079 mL of 4-methylmorpholine and 144 mg (0.715 mmol) of p-nitrophenoxycarbonylchloride. The mixture was stirred for 2 hours, diluted with solvent, washed with saturated brine, and the solvent removed. The residue was chromatographed on a silica gel column, eluting with 20% and 30% ethyl acetate in hexane. The solvent was removed and the product dried to afford 0.115 g of the title product. The reactants are Cc1ccc(NC(=O)c2ccc(CN3CCN(C)CC3)cc2)cc1Nc1nccc(-c2cccnc2)n1, COc1cc(C(=O)O)ccc1O, CCO. The product is Cc1ccc(NC(=O)c2ccc(CN3CCN(C)CC3)cc2)cc1Nc1nccc(-c2cccnc2)n1, COc1cc(C(=O)[O-])ccc1O. As a reaction SMILES: [CH3:13][N:14]1[CH2:15][CH2:16][N:17]([CH2:20][c:21]2[cH:22][cH:23][c:24]([C:25](=[O:26])[NH:27][c:28]3[cH:29][c:30]([NH:35][c:36]4[n:37][cH:38][cH:39][c:40](-[c:42]5[cH:43][n:44][cH:45][cH:46][cH:47]5)[n:41]4)[c:31]([CH3:34])[cH:32][cH:33]3)[cH:48][cH:49]2)[CH2:18][CH2:19]1.[CH3:1][O:2][c:3]1[cH:4][c:5]([C:10]([OH:11])=[O:12])[cH:6][cH:7][c:8]1[OH:9].[CH3:50][CH2:51][OH:52]>>[CH3:13][N:14]1[CH2:15][CH2:16][N:17]([CH2:20][c:21]2[cH:22][cH:23][c:24]([C:25](=[O:26])[NH:27][c:28]3[cH:29][c:30]([NH:35][c:36]4[n:37][cH:38][cH:39][c:40](-[c:42]5[cH:43][n:44][cH:45][cH:46][cH:47]5)[n:41]4)[c:31]([CH3:34])[cH:32][cH:33]3)[cH:48][cH:49]2)[CH2:18][CH2:19]1.[CH3:1][O:2][c:3]1[cH:4][c:5]([C:10](=[O:11])[O-:12])[cH:6][cH:7][c:8]1[OH:9]. Reactants: BrC=1C=NC(=NC1)N(C(C)=O)CC1=CC=CC=C1 (N-(5-Bromo-2-pyrimidinyl)-N-(phenylmethyl)-acetamide), ClC=1C=CC(=C(C1)B(O)O)O (5-chloro-2-hydroxyphenyl-boronic acid). Product: ClC=1C=CC(=C(C1)C=1C=NC(=NC1)N(C(C)=O)CC1=CC=CC=C1)O (N-[5-(5-Chloro-2-hydroxyphenyl)-2-pyrimidinyl]-N-(phenylmethyl)-acetamide). RXN SMILES: Br[C:2]1[CH:3]=[N:4][C:5]([N:8]([CH2:12][C:13]2[CH:18]=[CH:17][CH:16]=[CH:15][CH:14]=2)[C:9](=[O:11])[CH3:10])=[N:6][CH:7]=1.[Cl:19][C:20]1[CH:21]=[CH:22][C:23]([OH:29])=[C:24](B(O)O)[CH:25]=1>>[Cl:19][C:20]1[CH:25]=[CH:24][C:23]([OH:29])=[C:22]([C:2]2[CH:3]=[N:4][C:5]([N:8]([CH2:12][C:13]3[CH:18]=[CH:17][CH:16]=[CH:15][CH:14]=3)[C:9](=[O:11])[CH3:10])=[N:6][CH:7]=2)[CH:21]=1. Procedure: The subtitle compound was prepared by the method of example 1 step (ii) using the product from step (i) and 5-chloro-2-hydroxyphenyl-boronic acid, yield 0.16 g. The reactants are C[Si](C1=CC2=NC(=CC=C2O1)C)(C)C (2-trimethylsilyl-5-methylfurano[3,2-b]pyridine), ClN1C(N(C(N(C1=O)Cl)=O)Cl)=O (trichloroisocyanuric acid), C(Cl)Cl (CH2Cl2), CCOC(=O)C (EtOAc). The solvent is CCCCCC (hexane). Reaction conditions: temperature 0 celsius, time 20 hour. The product is ClC1=C(C2=NC(=CC=C2O1)C)Cl (2,3-Dichloro-5-methylfuro[3,2-b]pyridine). The yield is 96.0%. RXN SMILES: C[Si](C)(C)[C:3]1[O:11][C:10]2[C:5](=[N:6][C:7]([CH3:12])=[CH:8][CH:9]=2)C=1.[Cl:15]N1C(=O)N(Cl)C(=O)N(Cl)C1=O.CCOC(C)=O.[CH2:33]([Cl:35])Cl>CCCCCC>[Cl:15][C:3]1[O:11][C:10]2[C:5](=[N:6][C:7]([CH3:12])=[CH:8][CH:9]=2)[C:33]=1[Cl:35]. Procedure details: To a solution of 2-trimethylsilyl-5-methylfurano[3,2-b]pyridine (1.05 g, 5.15 mmol) in CH2Cl2 (16 mL) at 0° C. was added trichloroisocyanuric acid (1.2 g, 5.15 mmol). The mixture was stirred at 0° C. for 30 rain and then at r.t. for 20 hr. A solution of 30% EtOAc in hexane was added. The resulting mixture was filtered through a short bed of silica gel and eluted with more 30% EtOAc in hexane. Evaporation of the filtrate gave 1.0 g (96%) of the title compound. Starting materials: C1(CC1)N1C=C(C(C=2C=C3C(=NC12)C=C(C(=C3)F)N3CC(NCC3)C3=CC=C(C=C3)OC)=O)C(=O)OCC ((RS)-1-cyclopropyl-3-ethoxycarbonyl-7-fluoro-8-[3-(4-methoxyphenyl)-1-piperazinyl]-4-oxo-1,4-dihydrobenzo[b][1,8]naphthyridine). Run in [OH-].[K+] (potassium hydroxide), C(C)O (ethanol). Yields the product C1(CC1)N1C=C(C(C=2C=C3C(=NC12)C=C(C(=C3)F)N3CC(NCC3)C3=CC=C(C=C3)OC)=O)C(=O)O ((RS)-1-cyclopropyl-7-fluoro-8-[3-(4-methoxyphenyl)-1-piperazinyl]-4-oxo-1,4-dihydrobenzo [b][1,8]naphthyridine-3-carboxylic acid). Yield: 105.7%. RXN SMILES: [CH:1]1([N:4]2[C:13]3[N:12]=[C:11]4[CH:14]=[C:15]([N:19]5[CH2:24][CH2:23][NH:22][CH:21]([C:25]6[CH:30]=[CH:29][C:28]([O:31][CH3:32])=[CH:27][CH:26]=6)[CH2:20]5)[C:16]([F:18])=[CH:17][C:10]4=[CH:9][C:8]=3[C:7](=[O:33])[C:6]([C:34]([O:36]CC)=[O:35])=[CH:5]2)[CH2:3][CH2:2]1>[OH-].[K+].C(O)C>[CH:1]1([N:4]2[C:13]3[N:12]=[C:11]4[CH:14]=[C:15]([N:19]5[CH2:24][CH2:23][NH:22][CH:21]([C:25]6[CH:30]=[CH:29][C:28]([O:31][CH3:32])=[CH:27][CH:26]=6)[CH2:20]5)[C:16]([F:18])=[CH:17][C:10]4=[CH:9][C:8]=3[C:7](=[O:33])[C:6]([C:34]([OH:36])=[O:35])=[CH:5]2)[CH2:2][CH2:3]1 |f:1.2|. Procedure details: (RS)-1-Cyclopropyl-7-fluoro-8-[3-(4-methoxyphenyl)-1-piperazinyl]-4-oxo-1,4-dihydrobenzo [b][1,8]naphthyridine-3-carboxylic acid was prepared under the conditions of Example 29, but starting with (RS)-1-cyclopropyl-3-ethoxycarbonyl-7-fluoro-8-[3-(4-methoxyphenyl)-1-piperazinyl]-4-oxo-1,4-dihydrobenzo[b][1,8]naphthyridine (1.5 g) in N aqueous potassium hydroxide (18.4 cc) and ethanol (18.4 cc). After 1 recrystallization in dimethylformamide (50 cc), (RS)-1-cyclopropyl-7-fluoro-8-[3-(4-methoxyphen...